Dataset: the Open Reaction Database (ORD), a public repository of structured organic reaction records. Task: describe an organic reaction: reactants, conditions, products, and yield As a reaction SMILES: [Cl:3][c:4]1[c:5]([CH2:6][O:7][C:8]([NH:9][c:10]2[n:11][n:12]([CH2:15][c:16]3[n:17][c:18]([CH:21]([CH3:22])[OH:23])[o:19][cH:20]3)[n:13][cH:14]2)=[O:24])[cH:25][cH:26][cH:27][cH:28]1.[N:1]#[N:2].[O:29]=[Mn:30]=[O:31]>>[Cl:3][c:4]1[c:5]([CH2:6][O:7][C:8]([NH:9][c:10]2[n:11][n:12]([CH2:15][c:16]3[n:17][c:18]([C:21]([CH3:22])=[O:23])[o:19][cH:20]3)[n:13][cH:14]2)=[O:24])[cH:25][cH:26][cH:27][cH:28]1. The reactants are CC(O)c1nc(Cn2ncc(NC(=O)OCc3ccccc3Cl)n2)co1, N#N, O=[Mn]=O. Yields the product CC(=O)c1nc(Cn2ncc(NC(=O)OCc3ccccc3Cl)n2)co1. The reactants are 2-L, C=1C=C2C=CC=C3C2=C(C1)C(=O)OC3=O (1,8-naphthalic anhydride), Cl (HCl), CC(C)C[AlH]CC(C)C (DIBAL-H). Run in C1(=CC=CC=C1)C (toluene), C(C)(=O)OCC (ethyl acetate), O (H2O). Reaction conditions: temperature 95 celsius. Product: OCC=1C=CC=C2C=CC=C(C12)CO ((8-hydroxymethyl-naphthalen-1-yl)-methanol). As a reaction SMILES: [CH:1]1[CH:2]=[C:3]2[C:8]3=[C:9]([C:11]([O:13][C:14](=O)[C:7]3=[CH:6][CH:5]=[CH:4]2)=[O:12])[CH:10]=1.CC(C[AlH]CC(C)C)C.Cl>C1(C)C=CC=CC=1.C(OCC)(=O)C.O>[OH:12][CH2:11][C:9]1[CH:10]=[CH:1][CH:2]=[C:3]2[C:8]=1[C:7]([CH2:14][OH:13])=[CH:6][CH:5]=[CH:4]2. Procedure details: A 12-L 4-neck flask equipped with a thermocouple, an overhead stirrer, a 2-L addition funnel, and a condenser under N2 was charged with 1,8-naphthalic anhydride (200 g, 1.0 mol) in toluene (2.5 L) at room temperature. The reaction mixture was agitated while adding DIBAL-H (1.5 M in toluene, 2.664 L, 4 mol) via the addition funnel over 1.5 h. The solution was then heated to 95° C. overnight, cooled to 15° C. and then slowly diluted with ethyl acetate (2.2 L) and H2O (2 L) followed by addition of ... The reactants are COC(=O)NC1Cc2ccc(OC)cc2C12SCCS2, CCO. Yields the product COC(=O)NC1Cc2ccc(OC)cc2C1. Reaction SMILES: [CH2:1]1[S:2][C:4]2([S:3][CH2:20]1)[CH:5]([NH:15][C:16](=[O:17])[O:18][CH3:19])[CH2:6][c:7]1[cH:8][cH:9][c:10]([O:13][CH3:14])[cH:11][c:12]12.[CH3:21][CH2:22][OH:23]>>[CH2:4]1[CH:5]([NH:15][C:16](=[O:17])[O:18][CH3:19])[CH2:6][c:7]2[cH:8][cH:9][c:10]([O:13][CH3:14])[cH:11][c:12]21. The reactants are C1(=CC=C(C=C1)C(C(=O)O)NC(=O)OC(C)(C)C)C1=CC=CC=C1 (2-(biphenyl-4-yl)-2-(tert-butoxycarbonylamino)acetic acid), C(C(C)C)N (isobutyl amine), ( 383 ). Yields the product C1(=CC=C(C=C1)C(C(=O)NCC(C)C)NC(OC(C)(C)C)=O)C1=CC=CC=C1 (tert-butyl 1-(biphenyl-4-yl)-2-(isobutylamino)-2-oxoethylcarbamate). Isolated yield 55.0%. Reaction SMILES: [C:1]1([C:19]2[CH:24]=[CH:23][CH:22]=[CH:21][CH:20]=2)[CH:6]=[CH:5][C:4]([CH:7]([NH:11][C:12]([O:14][C:15]([CH3:18])([CH3:17])[CH3:16])=[O:13])[C:8]([OH:10])=O)=[CH:3][CH:2]=1.[CH2:25]([NH2:29])[CH:26]([CH3:28])[CH3:27]>>[C:1]1([C:19]2[CH:20]=[CH:21][CH:22]=[CH:23][CH:24]=2)[CH:6]=[CH:5][C:4]([CH:7]([NH:11][C:12](=[O:13])[O:14][C:15]([CH3:16])([CH3:17])[CH3:18])[C:8]([NH:29][CH2:25][CH:26]([CH3:28])[CH3:27])=[O:10])=[CH:3][CH:2]=1. Procedure details: Prepared in a similar manner to Example 20 from 2-(biphenyl-4-yl)-2-(tert-butoxycarbonylamino)acetic acid and isobutyl amine. Yield: 55%. 1H NMR (400 MHz, dMSO): δ 0.76-0.78 (d, 6H), 1.38 (s, 9H), 1.63-1.66 (m, 1H), 2.84-2.92 (m, 2H), 5.30-5.22 (d, 1H), 7.25-7.27 (d, 1H), 7.35-7.37 (m, 1H), 7.43-7.51 (m, 4H), 7.61-7.66 (m, 4H), 8.14-8.17 (t, 1H); MS+H (383). Reactants: C(C)OC(C(CC1=CC=C(C=C1)O)(OC=1C=C(C=CC1)C)C)=O (3-(4-hydroxyphenyl)-2-methyl-2-m-tolyloxy-propionic acid ethyl ester), CC1=C(N=C(O1)C=1SC=CC1)CCOS(=O)(=O)C1=CC=C(C=C1)C (toluene-4-sulfonic acid 2-(5-methyl-2-thiophen-2-yl-oxazol-4-yl)-ethyl ester), C27H28NO5S. Yields the product CC(C(=O)O)(CC1=CC=C(C=C1)OCCC=1N=C(OC1C)C=1SC=CC1)OC=1C=C(C=CC1)C (2-Methyl-3-{4-[2-(5-methyl-2-thiophen-2-yl-oxazol-4-yl)-ethoxy]-phenyl}-2-m-tolyloxy-propionic acid). RXN SMILES: C([O:3][C:4](=[O:23])[C:5]([CH3:22])([O:14][C:15]1[CH:16]=[C:17]([CH3:21])[CH:18]=[CH:19][CH:20]=1)[CH2:6][C:7]1[CH:12]=[CH:11][C:10]([OH:13])=[CH:9][CH:8]=1)C.[CH3:24][C:25]1[O:29][C:28]([C:30]2[S:31][CH:32]=[CH:33][CH:34]=2)=[N:27][C:26]=1[CH2:35][CH2:36]OS(C1C=CC(C)=CC=1)(=O)=O>>[CH3:22][C:5]([O:14][C:15]1[CH:16]=[C:17]([CH3:21])[CH:18]=[CH:19][CH:20]=1)([CH2:6][C:7]1[CH:12]=[CH:11][C:10]([O:13][CH2:36][CH2:35][C:26]2[N:27]=[C:28]([C:30]3[S:31][CH:32]=[CH:33][CH:34]=3)[O:29][C:25]=2[CH3:24])=[CH:9][CH:8]=1)[C:4]([OH:3])=[O:23]. Procedure details: The title compound was prepared from 3-(4-hydroxyphenyl)-2-methyl-2-m-tolyloxy-propionic acid ethyl ester and toluene-4-sulfonic acid 2-(5-methyl-2-thiophen-2-yl-oxazol-4-yl)-ethyl ester using the procedure of Example 60. 1H NMR (400 MHz, CDCl3) δ 7.76 (d, 1H, J=3.52 Hz), 7.46 (d, 1H, J=4.69 Hz), 7.17 (d, 2H, J=8.21 Hz), 7.16-7.10 (m, 2H), 6.87-6.86 (m, 1H), 6.81 (d, 2H, J=8.60 Hz), 6.72-6.69 (m, 2H), 4.21 (t, 2H, J=6.26 Hz), 3.24 (d, 1H, J=14.08 Hz), 3.12 (d, 1H, J=14.08 Hz), 3.01 (t, 2H, J=6.2... Starting materials: CC1=NC(=CC=C1CO)C ((2,6-dimethylpyridin-3-yl)methanol), C1CCN(CC1)C(=O)N=NC(=O)N2CCCCC2 (ADDP), C(CCC)P(CCCC)CCCC (tri-n-butylphosphine), COC(CC1=CSC2=C1C(=CC(=C2)O)C=C)=O (methyl(6-hydroxy-4-vinyl-1-benzothiophen-3-yl)acetate). Solvent: C1CCOC1 (THF). The product is COC(CC1=CSC2=C1C(=CC(=C2)OCC=2C(=NC(=CC2)C)C)C=C)=O (Methyl(6-((2,6-dimethylpyridin-3-yl)methoxy)-4-vinyl-1-benzothiophen-3-yl)acetate). The yield is 88.4%. Reaction SMILES: [CH3:1][O:2][C:3](=[O:17])[CH2:4][C:5]1[C:9]2[C:10]([CH:15]=[CH2:16])=[CH:11][C:12]([OH:14])=[CH:13][C:8]=2[S:7][CH:6]=1.[CH3:18][C:19]1[C:24]([CH2:25]O)=[CH:23][CH:22]=[C:21]([CH3:27])[N:20]=1.C1CCN(C(N=NC(N2CCCCC2)=O)=O)CC1.C(P(CCCC)CCCC)CCC>C1COCC1>[CH3:1][O:2][C:3](=[O:17])[CH2:4][C:5]1[C:9]2[C:10]([CH:15]=[CH2:16])=[CH:11][C:12]([O:14][CH2:25][C:24]3[C:19]([CH3:18])=[N:20][C:21]([CH3:27])=[CH:22][CH:23]=3)=[CH:13][C:8]=2[S:7][CH:6]=1. Procedure: To a mixture of methyl(6-hydroxy-4-vinyl-1-benzothiophen-3-yl)acetate (351 mg) and THF (dry) (3 mL) were added (2,6-dimethylpyridin-3-yl)methanol (233 mg), ADDP (535 mg) and tri-n-butylphosphine (0.523 mL) at room temperature. The precipitate was removed by filtration, and the filtrate was concentrated in vacuo. The residue was purified by silica gel column chromatography (EtOAc/hexane) to give the title compound (459 mg). Starting materials: BrCc1ccccc1, CC(C)O, Oc1ccc2cccc(O)c2n1. Product: Oc1ccc2cccc(OCc3ccccc3)c2n1. As a reaction SMILES: [Br:13][CH2:14][c:15]1[cH:16][cH:17][cH:18][cH:19][cH:20]1.[CH:21]([OH:22])([CH3:23])[CH3:24].[n:1]1[c:2]([OH:12])[cH:3][cH:4][c:5]2[cH:6][cH:7][cH:8][c:9]([OH:11])[c:10]12>>[n:1]1[c:2]([OH:12])[cH:3][cH:4][c:5]2[cH:6][cH:7][cH:8][c:9]([O:11][CH2:14][c:15]3[cH:16][cH:17][cH:18][cH:19][cH:20]3)[c:10]12. The reactants are FC=1C=C(C2OC3=CC=CC=C3C(C2)=O)C=CC1 (3'-fluoro-flavanone), P(=O)(Cl)(Cl)Cl (phosphorous oxychloride), CN(C=O)C (dimethylformamide). Conditions: time 2 hour. Product: ClC1=C(C(OC2=CC=CC=C12)C1=CC(=CC=C1)F)C=O (4-chloro-3'-fluoro-3-formyl-flav-3-ene). Reaction SMILES: [F:1][C:2]1[CH:3]=[C:4]([CH:16]=[CH:17][CH:18]=1)[CH:5]1[CH2:14][C:13](=O)[C:12]2[C:7](=[CH:8][CH:9]=[CH:10][CH:11]=2)[O:6]1.P(Cl)(Cl)([Cl:21])=O.CN(C)[CH:26]=[O:27]>>[Cl:21][C:13]1[C:12]2[C:7](=[CH:8][CH:9]=[CH:10][CH:11]=2)[O:6][CH:5]([C:4]2[CH:16]=[CH:17][CH:18]=[C:2]([F:1])[CH:3]=2)[C:14]=1[CH:26]=[O:27]. Procedure details: As in example 1, but using 10 g 3'-fluoro-flavanone, 100 ml dimethylformamide and 15 ml phosphorous oxychloride. Reaction time is two hours at 50° C. After hydrolysis a precipitate formed which is filtered, washed with water and dried over phosphorous pentoxyde. The residual solid is recrystallised in a mixture of ethanol and water and pure yellow crystalline 4-chloro-3'-fluoro-3-formyl-flav-3-ene is obtained; m.p. 97°-99° C. The reactants are [Al+3], [Al+3], Cc1ccccc1, CCOCC, [Cl-], [Cl-], [Cl-], CNC(=O)CC(c1ccc(-c2cn[nH]c2)cc1)c1ccc(F)c(F)c1, [H-], [H-], [H-], [H-], [Li+]. Product: CNCCC(c1ccc(-c2cn[nH]c2)cc1)c1ccc(F)c(F)c1. Reaction SMILES: [Al+3:2].[Al+3:33].[CH3:36][c:37]1[cH:38][cH:39][cH:40][cH:41][cH:42]1.[CH3:43][CH2:44][O:45][CH2:46][CH3:47].[Cl-:32].[Cl-:34].[Cl-:35].[F:7][c:8]1[cH:9][c:10]([CH:15]([CH2:16][C:17](=[O:18])[NH:19][CH3:20])[c:21]2[cH:22][cH:23][c:24](-[c:27]3[cH:28][n:29][nH:30][cH:31]3)[cH:25][cH:26]2)[cH:11][cH:12][c:13]1[F:14].[H-:1].[H-:4].[H-:5].[H-:6].[Li+:3]>>[F:7][c:8]1[cH:9][c:10]([CH:15]([CH2:16][CH2:17][NH:19][CH3:20])[c:21]2[cH:22][cH:23][c:24](-[c:27]3[cH:28][nH:29][n:30][cH:31]3)[cH:25][cH:26]2)[cH:11][cH:12][c:13]1[F:14].